Dataset: the Open Reaction Database (ORD), a public repository of structured organic reaction records. Task: describe an organic reaction: reactants, conditions, products, and yield Starting materials: O=C([O-])[O-], CC(C)N1Cc2cccc(F)c2N(CCCl)S1(=O)=O, Fc1ccc2c(C3=CCNCC3)c[nH]c2c1, [Na+], [Na+], O. The product is CC(C)N1Cc2cccc(F)c2N(CCN2CC=C(c3c[nH]c4cc(F)ccc34)CC2)S1(=O)=O. Reaction SMILES: [C:36](=[O:37])([O-:38])[O-:39].[Cl:1][CH2:2][CH2:3][N:4]1[S:5](=[O:18])(=[O:19])[N:6]([CH:15]([CH3:16])[CH3:17])[CH2:7][c:8]2[c:9]1[c:10]([F:14])[cH:11][cH:12][cH:13]2.[F:20][c:21]1[cH:22][cH:23][c:24]2[c:25]([C:30]3=[CH:31][CH2:32][NH:33][CH2:34][CH2:35]3)[cH:26][nH:27][c:28]2[cH:29]1.[Na+:40].[Na+:41].[OH2:42]>>[CH2:2]([CH2:3][N:4]1[S:5](=[O:18])(=[O:19])[N:6]([CH:15]([CH3:16])[CH3:17])[CH2:7][c:8]2[c:9]1[c:10]([F:14])[cH:11][cH:12][cH:13]2)[N:33]1[CH2:32][CH:31]=[C:30]([c:25]2[c:24]3[cH:23][cH:22][c:21]([F:20])[cH:29][c:28]3[nH:27][cH:26]2)[CH2:35][CH2:34]1. The reactants are CC(C)Br, CC(C)(C)OC(=O)NC(Cc1ccc(O)cc1)C(=O)O, CN(C)C=O, [H-], [Na+], O. Yields the product CC(C)Oc1ccc(CC(NC(=O)OC(C)(C)C)C(=O)O)cc1. Reaction SMILES: [Br:23][CH:24]([CH3:25])[CH3:26].[C:1]([CH3:2])([CH3:3])([CH3:4])[O:5][C:6](=[O:7])[NH:8][CH:9]([CH2:10][c:11]1[cH:12][cH:13][c:14]([OH:17])[cH:15][cH:16]1)[C:18](=[O:19])[OH:20].[CH3:28][N:29]([CH3:30])[CH:31]=[O:32].[H-:21].[Na+:22].[OH2:27]>>[C:1]([CH3:2])([CH3:3])([CH3:4])[O:5][C:6](=[O:7])[NH:8][CH:9]([CH2:10][c:11]1[cH:12][cH:13][c:14]([O:17][CH:24]([CH3:25])[CH3:26])[cH:15][cH:16]1)[C:18](=[O:19])[OH:20]. Reactants: Brc1cnc2[nH]ccc2c1, [Li]CCCC, C1CCOC1, O. Reaction SMILES: [Br:1][c:2]1[cH:3][c:4]2[c:5]([n:6][cH:7]1)[nH:8][cH:9][cH:10]2.[CH2:11]([Li:12])[CH2:13][CH2:14][CH3:15].[CH2:17]1[O:18][CH2:19][CH2:20][CH2:21]1.[OH2:16]>>[c:2]1([CH:11]=[O:16])[cH:3][c:4]2[c:5]([n:6][cH:7]1)[nH:8][cH:9][cH:10]2. Yields the product O=Cc1cnc2[nH]ccc2c1.